The task is: describe an organic reaction: reactants, conditions, products, and yield. This data is from the Open Reaction Database (ORD), a public repository of structured organic reaction records. Reaction SMILES: [BrH:1].[C:13]12([C:23](=[O:24])[OH:25])[CH2:14][CH:15]3[CH2:16][CH:17]([CH2:18][CH:19]([CH2:20]1)[CH2:21]3)[CH2:22]2.[CH3:2][O:3][CH2:4][CH2:5][n:6]1[c:7](=[NH:12])[s:8][cH:9][c:10]1[CH3:11]>>[CH3:2][O:3][CH2:4][CH2:5][n:6]1[c:7](=[N:12][C:23]([C:13]23[CH2:14][CH:15]4[CH2:16][CH:17]([CH2:18][CH:19]([CH2:20]2)[CH2:21]4)[CH2:22]3)=[O:24])[s:8][cH:9][c:10]1[CH3:11]. The reactants are Br, O=C(O)C12CC3CC(CC(C3)C1)C2, COCCn1c(C)csc1=N. The product is COCCn1c(C)csc1=NC(=O)C12CC3CC(CC(C3)C1)C2.